From a dataset of the Open Reaction Database (ORD), a public repository of structured organic reaction records. describe an organic reaction: reactants, conditions, products, and yield Reaction SMILES: C1(C)C=C(C)C=C(C)C=1S(O[NH2:13])(=O)=O.[C:15]([NH:34][C:35]1[S:36][CH:37]=[C:38]([C:40](=[N:44][O:45][CH3:46])[C:41]([OH:43])=[O:42])[N:39]=1)([C:28]1[CH:33]=[CH:32][CH:31]=[CH:30][CH:29]=1)([C:22]1[CH:27]=[CH:26][CH:25]=[CH:24][CH:23]=1)[C:16]1[CH:21]=[CH:20][CH:19]=[CH:18][CH:17]=1>C(Cl)Cl>[C:15]([N:34]=[C:35]1[N:39]([NH2:13])[C:38]([C:40](=[N:44][O:45][CH3:46])[C:41]([OH:43])=[O:42])=[CH:37][S:36]1)([C:28]1[CH:33]=[CH:32][CH:31]=[CH:30][CH:29]=1)([C:22]1[CH:23]=[CH:24][CH:25]=[CH:26][CH:27]=1)[C:16]1[CH:21]=[CH:20][CH:19]=[CH:18][CH:17]=1. Starting materials: C1(=C(C(=CC(=C1)C)C)S(=O)(=O)ON)C (O-mesitylenesulfonylhydroxylamine), C(C1=CC=CC=C1)(C1=CC=CC=C1)(C1=CC=CC=C1)NC=1SC=C(N1)C(C(=O)O)=NOC (2-(2-tritylamino-4-thiazolyl)-2-methoxyimino acetic acid). The solvent is C(Cl)Cl (methylene chloride). Yields the product C(C1=CC=CC=C1)(C1=CC=CC=C1)(C1=CC=CC=C1)N=C1SC=C(N1N)C(C(=O)O)=NOC (2-(2-tritylimino-3-amino-4-thiazolinyl)-2-methoxyimino acetic acid). Procedure details: O-mesitylenesulfonylhydroxylamine (1.3 g.) was added at room temperature to a stirred suspension of 2-(2-tritylamino-4-thiazolyl)-2-methoxyimino acetic acid (2.15 g) in methylene chloride (40 ml), thus giving in a few minutes the complete dissolution of the reaction mixture. Stirring was maintained for 18 hours, during which time the mesitylenesulfonic salt of the title compound slowly separates as a white solid. The product was filtered and washed with ethyl ether, thus giving 2.98 g (92%) of 2... Starting materials: CC(c1ccccc1)N1Cc2sc(N)c(C(=O)OC(C)(C)C)c2CC1CN1C(=O)c2ccccc2C1=O, CCO, NN, O. The product is CC(c1ccccc1)N1Cc2sc(N)c(C(=O)OC(C)(C)C)c2CC1CN. Reaction SMILES: [C:1]([CH3:2])([CH3:3])([CH3:4])[O:5][C:6](=[O:7])[c:8]1[c:9]([NH2:37])[s:10][c:11]2[c:16]1[CH2:15][CH:14]([CH2:17][N:18]1[C:19](=[O:20])[c:21]3[c:22]([cH:23][cH:24][cH:25][cH:26]3)[C:27]1=[O:28])[N:13]([CH:29]([CH3:30])[c:31]1[cH:32][cH:33][cH:34][cH:35][cH:36]1)[CH2:12]2.[CH3:41][CH2:42][OH:43].[NH2:39][NH2:40].[OH2:38]>>[C:1]([CH3:2])([CH3:3])([CH3:4])[O:5][C:6](=[O:7])[c:8]1[c:9]([NH2:37])[s:10][c:11]2[c:16]1[CH2:15][CH:14]([CH2:17][NH2:18])[N:13]([CH:29]([CH3:30])[c:31]1[cH:32][cH:33][cH:34][cH:35][cH:36]1)[CH2:12]2. The reactants are C=O, O=CO, CCn1cc(C(=O)O)c(=O)c2cc(F)c(N3CCNC(c4cc5cc(Cl)ccc5o4)C3)cc21. Product: CCn1cc(C(=O)O)c(=O)c2cc(F)c(N3CCN(C)C(c4cc5cc(Cl)ccc5o4)C3)cc21. Reaction SMILES: [CH2:37]=[O:38].[CH:34]([OH:35])=[O:36].[Cl:1][c:2]1[cH:3][cH:4][c:5]2[c:6]([cH:7][c:8]([CH:10]3[CH2:11][N:12]([c:16]4[c:17]([F:32])[cH:18][c:19]5[c:20](=[O:31])[c:21]([C:28](=[O:29])[OH:30])[cH:22][n:23]([CH2:26][CH3:27])[c:24]5[cH:25]4)[CH2:13][CH2:14][NH:15]3)[o:9]2)[cH:33]1>>[Cl:1][c:2]1[cH:3][cH:4][c:5]2[c:6]([cH:7][c:8]([CH:10]3[CH2:11][N:12]([c:16]4[c:17]([F:32])[cH:18][c:19]5[c:20](=[O:31])[c:21]([C:28](=[O:29])[OH:30])[cH:22][n:23]([CH2:26][CH3:27])[c:24]5[cH:25]4)[CH2:13][CH2:14][N:15]3[CH3:34])[o:9]2)[cH:33]1. Reactants: C(C)(C)(C)OC(=O)N1C[C@H]([C@@H](C1)C=O)CN(C(C1=CC(=C(C=C1)OC)OCCCOC)=O)C1CC1 ((3R,4S)-3-({cyclopropyl-[4-methoxy-3-(3-methoxy-propoxy)-benzoyl]-amino}-methyl)-4-formyl-pyrrolidine-1-carboxylic acid tert-butyl ester), C1(CC1)N (cyclopropyl amine), C1(CC1)N (cyclopropyl amine). Product: C(C)(C)(C)OC(=O)N1C[C@H]([C@@H](C1)CN(C(C1=CC(=C(C=C1)OC)OCCCOC)=O)C1CC1)CNC1CC1 ((3R,4R)-3-Cyclopropylaminomethyl-4-({cyclopropyl-[4-methoxy-3-(3-methoxy-propoxy)-benzoyl]-amino}-methyl)-pyrrolidine-1-carboxylic acid tert-butyl ester). RXN SMILES: [C:1]([O:5][C:6]([N:8]1[CH2:12][C@@H:11]([CH:13]=O)[C@H:10]([CH2:15][N:16]([CH:33]2[CH2:35][CH2:34]2)[C:17](=[O:32])[C:18]2[CH:23]=[CH:22][C:21]([O:24][CH3:25])=[C:20]([O:26][CH2:27][CH2:28][CH2:29][O:30][CH3:31])[CH:19]=2)[CH2:9]1)=[O:7])([CH3:4])([CH3:3])[CH3:2].[CH:36]1([NH2:39])[CH2:38][CH2:37]1>>[C:1]([O:5][C:6]([N:8]1[CH2:9][C@@H:10]([CH2:15][N:16]([CH:33]2[CH2:35][CH2:34]2)[C:17](=[O:32])[C:18]2[CH:23]=[CH:22][C:21]([O:24][CH3:25])=[C:20]([O:26][CH2:27][CH2:28][CH2:29][O:30][CH3:31])[CH:19]=2)[C@H:11]([CH2:13][NH:39][CH:36]2[CH2:38][CH2:37]2)[CH2:12]1)=[O:7])([CH3:3])([CH3:4])[CH3:2]. Procedure: In a similar manner as described in Example 149 for the reaction step D, the following starting material is prepared from (3R,4S)-3-({cyclopropyl-[4-methoxy-3-(3-methoxy-propoxy)-benzoyl]-amino}-methyl)-4-formyl-pyrrolidine-1-carboxylic acid tert-butyl ester (1.79 g, 3.65 mmol) (prepared according to example 9 using cyclopropyl amine instead of isopropyl amine under F), cyclopropyl amine (0.287 mL, 4.01 mmol) and NaBHOAc3 (1.14 g, 5.11 mmol) to give the title compound which is used in the next s... Starting materials: C1COCCO1, N#Cc1cc(Cl)ccn1, OB(O)c1cc(Cl)ccc1O, Cl, [Na+], [Na+], O=C([O-])[O-], O. The product is N#Cc1cc(-c2cc(Cl)ccc2O)ccn1. RXN SMILES: [CH2:28]1[O:29][CH2:30][CH2:31][O:32][CH2:33]1.[Cl:12][c:13]1[cH:14][c:15]([C:19]#[N:20])[n:16][cH:17][cH:18]1.[Cl:1][c:2]1[cH:3][cH:4][c:5]([OH:11])[c:6]([B:8]([OH:9])[OH:10])[cH:7]1.[ClH:27].[Na+:21].[Na+:22].[O-:23][C:24](=[O:25])[O-:26].[OH2:34]>>[Cl:1][c:2]1[cH:3][cH:4][c:5]([OH:11])[c:6](-[c:13]2[cH:14][c:15]([C:19]#[N:20])[n:16][cH:17][cH:18]2)[cH:7]1. The reactants are C(C)OC(=O)C=1C(N(C2=NC(=CC=C2C1O)C)CC)=O (1-Ethyl-1,2-dihydro-4-hydroxy-7-methyl-2-oxo-1,8-naphthyridine-3-carboxylic acid ethyl ester), COCCN (2-methoxyethylamine). The solvent is C(C)O (ethanol). Conditions: time 8 hour. Product: C(C)N1C(C(=C(C2=CC=C(N=C12)C)O)C(=O)NCCOC)=O (1-Ethyl-1,2-dihydro-4-hydroxy-N-(2-methoxyethyl)-7-methyl-2-oxo-1,8-naphthyridine-3-carboxamide). RXN SMILES: C(O[C:4]([C:6]1[C:7](=[O:20])[N:8]([CH2:18][CH3:19])[C:9]2[C:14]([C:15]=1[OH:16])=[CH:13][CH:12]=[C:11]([CH3:17])[N:10]=2)=[O:5])C.[CH3:21][O:22][CH2:23][CH2:24][NH2:25]>C(O)C>[CH2:18]([N:8]1[C:9]2[C:14](=[CH:13][CH:12]=[C:11]([CH3:17])[N:10]=2)[C:15]([OH:16])=[C:6]([C:4]([NH:25][CH2:24][CH2:23][O:22][CH3:21])=[O:5])[C:7]1=[O:20])[CH3:19]. Reported procedure: A stirred mixture of 1.38 g. (0.005 mole) of 1-ethyl-1,2-dihydro-4-hydroxy-7-methyl-2-oxo-1,8-naphthyridine-3-carboxylic acid ethyl ester (prepared as in Example 1) and 0.75 g. (0.01 mole) of 2-methoxyethylamine in 20 ml. of ethanol was heated under reflux for 5 hours. The solution was left at room temperature overnight. The precipitate which formed was collected and was stirred in 100 ml. of a 20% aqueous acetic acid solution for 30 minutes. The insoluble material was collected, air dried and w...